Dataset: the Open Reaction Database (ORD), a public repository of structured organic reaction records. Task: describe an organic reaction: reactants, conditions, products, and yield The reactants are CN(C)C=O, CS(=O)(=O)c1ccc2[nH]c(-c3nccs3)cc2c1, CCOC(C)=O, O=S(=O)(Cl)c1ccc(F)cc1, [H-], [Na+]. Product: CS(=O)(=O)c1ccc2c(c1)cc(-c1nccs1)n2S(=O)(=O)c1ccc(F)cc1. RXN SMILES: [CH3:19][N:20]([CH3:21])[CH:22]=[O:23].[CH3:1][S:2](=[O:3])(=[O:4])[c:5]1[cH:6][c:7]2[cH:8][c:9](-[c:14]3[s:15][cH:16][cH:17][n:18]3)[nH:10][c:11]2[cH:12][cH:13]1.[CH3:37][CH2:38][O:39][C:40](=[O:41])[CH3:42].[F:26][c:27]1[cH:28][cH:29][c:30]([S:33](=[O:34])(=[O:35])[Cl:36])[cH:31][cH:32]1.[H-:24].[Na+:25]>>[CH3:1][S:2](=[O:3])(=[O:4])[c:5]1[cH:6][c:7]2[cH:8][c:9](-[c:14]3[s:15][cH:16][cH:17][n:18]3)[n:10]([S:33]([c:30]3[cH:29][cH:28][c:27]([F:26])[cH:32][cH:31]3)(=[O:34])=[O:35])[c:11]2[cH:12][cH:13]1. Reactants: ClCCCC(CCC=C)=O (1-chlorooct-7-en-4-one), C(C)(C)(C)[N+]#[C-] (t-butyl isonitrile), C(C)(=O)[O-].[NH4+] (ammonium acetate), FC(CO)(F)F (2,2,2-trifluoroethanol). Yields the product C(C)(=O)NC(C(=O)NC(C)(C)C)(CCC=C)CCCCl (2-acetamido-N-tert-butyl-2-(3-chloropropyl)hex-5-enamide). Isolated yield 94.0%. As a reaction SMILES: [Cl:1][CH2:2][CH2:3][CH2:4][C:5](=O)[CH2:6][CH2:7][CH:8]=[CH2:9].[C:11]([N+:15]#[C-])([CH3:14])([CH3:13])[CH3:12].[C:17]([O-:20])(=O)[CH3:18].[NH4+:21].FC(F)(F)[CH2:24][OH:25]>>[C:17]([NH:21][C:5]([CH2:4][CH2:3][CH2:2][Cl:1])([CH2:6][CH2:7][CH:8]=[CH2:9])[C:24]([NH:15][C:11]([CH3:14])([CH3:13])[CH3:12])=[O:25])(=[O:20])[CH3:18] |f:2.3|. Procedure: A solution of 1-chlorooct-7-en-4-one (1 g, 6.22 mmol), t-butyl isonitrile (2.8 mL, 24.8 mmol) and ammonium acetate 2.8 g (37.3 mmol) in 2,2,2-trifluoroethanol (3 mL), was stirred at room temperature. Once the starting ketone was consumed the reaction was diluted with ethyl acetate, quenched with 2M HCl and extracted with ethyl acetate. The organic extract was washed successively with 2M HCl and saturated aqueous sodium chloride, dried over MgSO4 and concentrated. Purification by column chromatog... Starting materials: ClC1=C(C(=O)NNC(C2=CC=C(C=C2)OCCCCCCCC)=O)C=C(C=C1)Cl (2,5-dichloro-N′-[4-(octyloxy)benzoyl]benzohydrazide), COC1=CC=C(C=C1)N (p-anisidine), C(Cl)Cl.CN(C)C=O (methylene chloride DMF), P(Cl)(Cl)Cl (Phosphorus trichloride). Solvent: ClC1=C(C=CC=C1)Cl (1,2-dichlorobenzene). Run at temperature 180 celsius. The product is ClC1=C(C=C(C=C1)Cl)C1=NN=C(N1C1=CC=C(C=C1)OC)C1=CC=C(C=C1)OCCCCCCCC (3-(2,5-Dichlorophenyl)-4-(4-methoxyphenyl)-5-[4-(octyloxy)phenyl]-4H-1,2,4-triazole). Yield: 33.9%. As a reaction SMILES: C(Cl)Cl.CN(C=O)C.[Cl:9][C:10]1[CH:36]=[CH:35][C:34]([Cl:37])=[CH:33][C:11]=1[C:12]([NH:14][NH:15][C:16](=O)[C:17]1[CH:22]=[CH:21][C:20]([O:23][CH2:24][CH2:25][CH2:26][CH2:27][CH2:28][CH2:29][CH2:30][CH3:31])=[CH:19][CH:18]=1)=O.[CH3:38][O:39][C:40]1[CH:45]=[CH:44][C:43]([NH2:46])=[CH:42][CH:41]=1.P(Cl)(Cl)Cl>ClC1C=CC=CC=1Cl>[Cl:9][C:10]1[CH:36]=[CH:35][C:34]([Cl:37])=[CH:33][C:11]=1[C:12]1[N:46]([C:43]2[CH:44]=[CH:45][C:40]([O:39][CH3:38])=[CH:41][CH:42]=2)[C:16]([C:17]2[CH:22]=[CH:21][C:20]([O:23][CH2:24][CH2:25][CH2:26][CH2:27][CH2:28][CH2:29][CH2:30][CH3:31])=[CH:19][CH:18]=2)=[N:15][N:14]=1 |f:0.1|. Procedure: Into a 1L round-bottomed flask fitted with a mechanical stirrer, reflux condenser and nitrogen inlet were introduced 2,5-dichloro-N′-[4-(octyloxy)benzoyl]benzohydrazide (40 g, 0.09146 mole, 1 equivalent), p-anisidine (67.60 g, 0.5487 mole, 6 equivalents) and 300 mL 1,2-dichlorobenzene. Mechanical stirring resulted in partial solvation of the solids. Phosphorus trichloride (12.56 g, 0.0146 mole, 1 equivalent) was added and the contents of the flask heated at 180° C. for 12 hrs. The solvent was di... The reactants are FC(C(=O)O)(F)F (Trifluoroacetic acid), C(C)(C)(C)OC(=O)N(C1=C(C=CC=C1)C1=CC(=C(C(=O)O)C=C1)NC(=O)C=1C=NC=C(C1)C1=CC=CC=C1)CC (4-(2-((tert-butoxycarbonyl)(ethyl)amino)phenyl)-2-(5-phenylpyridine-3-carboxamido)benzoic acid). Run at time 1 hour. The product is C(C)NC1=C(C=CC=C1)C1=CC(=C(C(=O)O)C=C1)NC(=O)C=1C=NC=C(C1)C1=CC=CC=C1 (4-(2-(ethylamino)phenyl)-2-(5-phenylpyridine-3-carboxamido)benzoic acid). Isolated yield 94.9%. As a reaction SMILES: FC(F)(F)C(O)=O.C(OC([N:15]([CH2:46][CH3:47])[C:16]1[CH:21]=[CH:20][CH:19]=[CH:18][C:17]=1[C:22]1[CH:30]=[CH:29][C:25]([C:26]([OH:28])=[O:27])=[C:24]([NH:31][C:32]([C:34]2[CH:35]=[N:36][CH:37]=[C:38]([C:40]3[CH:45]=[CH:44][CH:43]=[CH:42][CH:41]=3)[CH:39]=2)=[O:33])[CH:23]=1)=O)(C)(C)C>>[CH2:46]([NH:15][C:16]1[CH:21]=[CH:20][CH:19]=[CH:18][C:17]=1[C:22]1[CH:30]=[CH:29][C:25]([C:26]([OH:28])=[O:27])=[C:24]([NH:31][C:32]([C:34]2[CH:35]=[N:36][CH:37]=[C:38]([C:40]3[CH:45]=[CH:44][CH:43]=[CH:42][CH:41]=3)[CH:39]=2)=[O:33])[CH:23]=1)[CH3:47]. Procedure details: Trifluoroacetic acid (7.9 mL) was added to the obtained 4-(2-((tert-butoxycarbonyl)(ethyl)amino)phenyl)-2-(5-phenylpyridine-3-carboxamido)benzoic acid (0.79 g), followed by stirring at room temperature for 1 hour. The solvent was evaporated under reduced pressure, and a 30% aqueous solution of ethanol was added to the obtained residue. After adjusting the pH to 5.0 with a 4.0 mol/L aqueous solution of sodium hydroxide, the solid substance was collected by filtration to obtain 0.61 g of 4-(2-(eth... Starting materials: C(CC)N(C1CC=2C(=CC=3C(NC(C3C2)=O)=O)C1)CCC (6-(Dipropylamino)-6,7-dihydrocyclopent[f]isoindole-1,3(2H,5H)-dione), C(=O)([O-])[O-].[K+].[K+] (K2CO3), C(C)Br (ethyl bromide). Run in CN(C)C=O (DMF). Reaction conditions: temperature 0 celsius, time 2 hour. Yields the product C(CC)N(C1CC=2C(=CC=3C(N(C(C3C2)=O)CC)=O)C1)CCC (6-(Dipropylamino)-2-ethyl-6,7-dihydrocyclopent[f]isoindole-1,3(2H,5H)-dione). As a reaction SMILES: [CH2:1]([N:4]([CH2:19][CH2:20][CH3:21])[CH:5]1[CH2:18][C:8]2=[CH:9][C:10]3[C:11](=[O:17])[NH:12][C:13](=[O:16])[C:14]=3[CH:15]=[C:7]2[CH2:6]1)[CH2:2][CH3:3].C([O-])([O-])=O.[K+].[K+].[CH2:28](Br)[CH3:29]>CN(C=O)C>[CH2:19]([N:4]([CH2:1][CH2:2][CH3:3])[CH:5]1[CH2:18][C:8]2=[CH:9][C:10]3[C:11](=[O:17])[N:12]([CH2:28][CH3:29])[C:13](=[O:16])[C:14]=3[CH:15]=[C:7]2[CH2:6]1)[CH2:20][CH3:21] |f:1.2.3|. Procedure details: To a solution of 6-(dipropylamino)-6,7-dihydrocyclopent[f]isoindole-1,3(2H,5H)-dione (93, 0.15 g, 0.52 mmol) in DMF (10 mL) at 0° C. was added anhydrous K2CO3 (0.14 g, 1.04 mmol) followed by ethyl bromide (0.06 mL, 0.79 mmol). The reaction was stirred at 0° C. for 2 hr then allowed to warm to r.t. Continued stirring overnight then quenched with H2O. The solution was extracted with CH2Cl2 and the organic layers were washed with brine, dried (MgSO4), and concentrated. The residue was further conce... Reactants: [H-].[Na+] (sodium hydride), COCOC1=C(C(=C(C=C1C)O)C)C (4-methoxymethoxy-2,3,5-trimethylphenol), ClC=1C=CC(=C(C1)N(C(OC(C)(C)C)=O)C)[N+](=O)[O-] (t-butyl N-(5-chloro-2-nitrophenyl)-N-methylcarbamate). Solvent: CN(C=O)C (N,N-dimethylformamide). Run at time 1 hour. Product: COCOC1=C(C(=C(OC=2C=CC(=C(C2)N(C(OC(C)(C)C)=O)C)[N+](=O)[O-])C=C1C)C)C (t-Butyl N-[5-(4-methoxymethoxy-2,3,5-trimethylphenoxy)-2-nitrophenyl]-N-methylcarbamate). Isolated yield 91.3%. Reaction SMILES: [H-].[Na+].[CH3:3][O:4][CH2:5][O:6][C:7]1[C:12]([CH3:13])=[CH:11][C:10]([OH:14])=[C:9]([CH3:15])[C:8]=1[CH3:16].Cl[C:18]1[CH:19]=[CH:20][C:21]([N+:33]([O-:35])=[O:34])=[C:22]([N:24]([CH3:32])[C:25](=[O:31])[O:26][C:27]([CH3:30])([CH3:29])[CH3:28])[CH:23]=1>CN(C)C=O>[CH3:3][O:4][CH2:5][O:6][C:7]1[C:12]([CH3:13])=[CH:11][C:10]([O:14][C:18]2[CH:19]=[CH:20][C:21]([N+:33]([O-:35])=[O:34])=[C:22]([N:24]([CH3:32])[C:25](=[O:31])[O:26][C:27]([CH3:28])([CH3:29])[CH3:30])[CH:23]=2)=[C:9]([CH3:15])[C:8]=1[CH3:16] |f:0.1|. Procedure: 6.11 g of sodium hydride (55% by weight) were suspended in 300 ml of N,N-dimethylformamide, followed by the addition of 27.5 g of 4-methoxymethoxy-2,3,5-trimethylphenol. The resulting mixture was stirred at room temperature for one hour. To the reaction mixture, 40.1 g of t-butyl N-(5-chloro-2-nitrophenyl)-N-methylcarbamate were added in small portions and the mixture was stirred at 120° C. for 2 hours. The reaction mixture was concentrated by evaporation. Water was added to the concentrate, fol... Starting materials: Cl.NCCC(=O)OCC (ethyl 3-aminopropanoate hydrochloride), C(C)N(C(C)C)C(C)C (N-ethyl-N-isopropylpropan-2-amine), C(N)(=O)C1=C(N=C(C(=N1)C1=CC=C(C=C1)C1=C(C=C(C=C1)CC(=O)O)Cl)C)C (2-(4′-(6-carbamoyl-3,5-dimethylpyrazin-2-yl)-2-chlorobiphenyl-4-yl)acetic acid), Cl.CN(CCCN=C=NCC)C (1-(3-Dimethylaminopropyl)-3-ethylcarbodiimide hydrochloride), N1(N=NC2=C1C=CC=C2)O (1H-benzo[d][1,2,3]triazol-1-ol), C(C)N(C(C)C)C(C)C (N-ethyl-N-isopropylpropan-2-amine). Solvent: CN(C)C=O (DMF), CN(C)C=O (DMF). Run at time 20 hour. Yields the product C(N)(=O)C1=C(N=C(C(=N1)C1=CC=C(C=C1)C1=C(C=C(C=C1)CC(=O)NCCC(=O)OCC)Cl)C)C (ethyl 3-(2-(4′-(6-carbamoyl-3,5-dimethylpyrazin-2-yl)-2-chlorobiphenyl-4-yl)acetamido)propanoate). Isolated yield 150.4%. As a reaction SMILES: Cl.[NH2:2][CH2:3][CH2:4][C:5]([O:7][CH2:8][CH3:9])=[O:6].C(N(C(C)C)C(C)C)C.[C:19]([C:22]1[N:27]=[C:26]([C:28]2[CH:33]=[CH:32][C:31]([C:34]3[CH:39]=[CH:38][C:37]([CH2:40][C:41](O)=[O:42])=[CH:36][C:35]=3[Cl:44])=[CH:30][CH:29]=2)[C:25]([CH3:45])=[N:24][C:23]=1[CH3:46])(=[O:21])[NH2:20].Cl.CN(C)CCCN=C=NCC.N1(O)C2C=CC=CC=2N=N1>CN(C=O)C>[C:19]([C:22]1[N:27]=[C:26]([C:28]2[CH:33]=[CH:32][C:31]([C:34]3[CH:39]=[CH:38][C:37]([CH2:40][C:41]([NH:2][CH2:3][CH2:4][C:5]([O:7][CH2:8][CH3:9])=[O:6])=[O:42])=[CH:36][C:35]=3[Cl:44])=[CH:30][CH:29]=2)[C:25]([CH3:45])=[N:24][C:23]=1[CH3:46])(=[O:21])[NH2:20] |f:0.1,4.5|. Procedure: A mixture of ethyl 3-aminopropanoate hydrochloride (88 mg, 0.57 mmol) and N-ethyl-N-isopropylpropan-2-amine (99 μL, 0.57 mmol) in DMF (342 μL) were treated with a solution of 2-(4′-(6-carbamoyl-3,5-dimethylpyrazin-2-yl)-2-chlorobiphenyl-4-yl)acetic acid (Example 1; 205 mg, 0.52 mmol), 1-(3-Dimethylaminopropyl)-3-ethylcarbodiimide hydrochloride (124 mg, 0.65 mmol), 1H-benzo[d][1,2,3]triazol-1-ol (70.0 mg, 0.52 mmol) and N-ethyl-N-isopropylpropan-2-amine (99 μL, 0.57 mmol) in DMF (2049 μL) at RT. ... The reactants are [BH3-]C#N, CCN(C(C)C)C(C)C, CCOc1cc(CN2CCC(NC(=O)c3cc(OC)cc(C(=O)OC)c3)CC2)cc(OCC)c1F, CCO, CC(=O)O, CC(C)Oc1cc(C=O)cc(OC(C)C)c1, [Na+]. Product: COC(=O)c1cc(OC)cc(C(=O)NC2CCN(Cc3cc(OC(C)C)cc(OC(C)C)c3)CC2)c1. RXN SMILES: [C:52]([BH3-:53])#[N:54].[CH2:56]([N:57]([CH:58]([CH3:59])[CH3:60])[CH:61]([CH3:62])[CH3:63])[CH3:64].[CH3:1][O:2][C:3]([c:4]1[cH:5][c:6]([C:7](=[O:8])[NH:9][CH:10]2[CH2:11][CH2:12][N:13]([CH2:16][c:17]3[cH:18][c:19]([O:20][CH2:21][CH3:22])[c:23]([F:24])[c:25]([O:26][CH2:27][CH3:28])[cH:29]3)[CH2:14][CH2:15]2)[cH:30][c:31]([O:33][CH3:34])[cH:32]1)=[O:35].[CH3:65][CH2:66][OH:67].[CH3:68][C:69](=[O:70])[OH:71].[CH:36]([CH3:37])([CH3:38])[O:39][c:40]1[cH:41][c:42]([CH:43]=[O:44])[cH:45][c:46]([O:48][CH:49]([CH3:50])[CH3:51])[cH:47]1.[Na+:55]>>[CH3:1][O:2][C:3]([c:4]1[cH:5][c:6]([C:7](=[O:8])[NH:9][CH:10]2[CH2:11][CH2:12][N:13]([CH2:43][c:42]3[cH:41][c:40]([O:39][CH:36]([CH3:37])[CH3:38])[cH:47][c:46]([O:48][CH:49]([CH3:50])[CH3:51])[cH:45]3)[CH2:14][CH2:15]2)[cH:30][c:31]([O:33][CH3:34])[cH:32]1)=[O:35]. The reactants are CCOC(=O)C1CCN(Cc2ccccc2)CC1, C1CCOC1, [Li]CCCC, CCOC(C)=O, CCN(C(C)C)C(C)C, O=S(=O)(c1ccccc1)N(F)S(=O)(=O)c1ccccc1, O. Product: CCOC(=O)C1(F)CCN(Cc2ccccc2)CC1. RXN SMILES: [CH2:15]([c:16]1[cH:17][cH:18][cH:19][cH:20][cH:21]1)[N:22]1[CH2:23][CH2:24][CH:25]([C:28](=[O:29])[O:30][CH2:31][CH3:32])[CH2:26][CH2:27]1.[CH2:53]1[O:54][CH2:55][CH2:56][CH2:57]1.[CH3:10][CH2:11][CH2:12][CH2:13][Li:14].[CH3:58][CH2:59][O:60][C:61]([CH3:62])=[O:63].[CH:1]([N:2]([CH2:3][CH3:4])[CH:5]([CH3:6])[CH3:7])([CH3:8])[CH3:9].[F:33][N:34]([S:35]([c:36]1[cH:37][cH:38][cH:39][cH:40][cH:41]1)(=[O:42])=[O:43])[S:44]([c:45]1[cH:46][cH:47][cH:48][cH:49][cH:50]1)(=[O:51])=[O:52].[OH2:64]>>[CH2:15]([c:16]1[cH:17][cH:18][cH:19][cH:20][cH:21]1)[N:22]1[CH2:23][CH2:24][C:25]([C:28](=[O:29])[O:30][CH2:31][CH3:32])([F:33])[CH2:26][CH2:27]1. Reactants: CN(CCCl)C (2-dimethylaminoethyl chloride), Cl (HCl), NaNH2, C1(CCCC1)=C1C(CCC1)=O (2-cyclopentylidene cyclopentanone), C1(=CC=CC=C1)C (toluene), N (NH3). Conditions: temperature 100 celsius. The product is Cl.C1(=CCCC1)C(CC1C(CCC1)=O)N(C)C (2-(1-cyclopenten-1-yl)-2-dimethylamino-ethyl cyclopentanone hydrochloride). Reaction SMILES: [C:1]1(=[C:6]2[CH2:10][CH2:9][CH2:8][C:7]2=[O:11])[CH2:5][CH2:4][CH2:3][CH2:2]1.N.[CH3:13][N:14]([CH3:18])CC[Cl:17].Cl.[C:20]1(C)C=CC=C[CH:21]=1>>[ClH:17].[C:4]1([CH:5]([N:14]([CH3:18])[CH3:13])[CH2:1][CH:6]2[CH2:10][CH2:9][CH2:8][C:7]2=[O:11])[CH2:3][CH2:2][CH2:21][CH:20]=1 |f:5.6|. Procedure: To a suspension of 1.90 g (41 mmole) of NaNH2 in 60 ml of dry toluene, 5.50 g (35 mmole) of 2-cyclopentylidene cyclopentanone was added dropwise below about 30° C. under stirring. The resulting mixture was stirred at about room temperature until no NH3 was evolved and then 3.8 g (32 mmole) of 2-dimethylaminoethyl chloride was added dropwise. The mixture was heated for about 2 hours at about 100° C. under stirring. On cooling, the mixture was acidified with 2N HCl. The aqueous layer was separated...